Dataset: the Open Reaction Database (ORD), a public repository of structured organic reaction records. Task: describe an organic reaction: reactants, conditions, products, and yield The reactants are COc1ncc(-c2cc(-c3nnc(CN4CCN5CCCC5C4)o3)c3cnn(S(=O)(=O)c4ccccc4)c3c2)cc1NS(C)(=O)=O, C1CCCCC1, C1COCCO1, [Na+], [OH-]. Product: COc1ncc(-c2cc(-c3nnc(CN4CCN5CCCC5C4)o3)c3cn[nH]c3c2)cc1NS(C)(=O)=O. As a reaction SMILES: [CH2:1]1[CH:2]2[N:3]([CH2:4][CH2:5][N:6]1[CH2:7][c:8]1[n:9][n:10][c:11](-[c:13]3[c:14]4[cH:15][n:16][n:17]([S:35]([c:36]5[cH:37][cH:38][cH:39][cH:40][cH:41]5)(=[O:42])=[O:43])[c:18]4[cH:19][c:20](-[c:22]4[cH:23][c:24]([NH:30][S:31](=[O:32])(=[O:33])[CH3:34])[c:25]([O:28][CH3:29])[n:26][cH:27]4)[cH:21]3)[o:12]1)[CH2:44][CH2:45][CH2:46]2.[CH2:49]1[CH2:50][CH2:51][CH2:52][CH2:53][CH2:54]1.[CH2:55]1[O:56][CH2:57][CH2:58][O:59][CH2:60]1.[Na+:48].[OH-:47]>>[CH2:1]1[CH:2]2[N:3]([CH2:4][CH2:5][N:6]1[CH2:7][c:8]1[n:9][n:10][c:11](-[c:13]3[c:14]4[cH:15][n:16][nH:17][c:18]4[cH:19][c:20](-[c:22]4[cH:23][c:24]([NH:30][S:31](=[O:32])(=[O:33])[CH3:34])[c:25]([O:28][CH3:29])[n:26][cH:27]4)[cH:21]3)[o:12]1)[CH2:44][CH2:45][CH2:46]2. The reactants are O=C1CCC(=O)N1Br, Cc1cnn(C(=O)OC(C)(C)C)c1, O=C(OOC(=O)c1ccccc1)c1ccccc1, ClC(Cl)(Cl)Cl. The product is CC(C)(C)OC(=O)n1cc(CBr)cn1. RXN SMILES: [Br:14][N:15]1[C:16](=[O:17])[CH2:18][CH2:19][C:20]1=[O:21].[C:1]([CH3:2])([CH3:3])([CH3:4])[O:5][C:6](=[O:7])[n:8]1[n:9][cH:10][c:11]([CH3:13])[cH:12]1.[C:22]([O:23][O:24][C:25](=[O:26])[c:27]1[cH:28][cH:29][cH:30][cH:31][cH:32]1)(=[O:33])[c:34]1[cH:35][cH:36][cH:37][cH:38][cH:39]1.[Cl:40][C:41]([Cl:42])([Cl:43])[Cl:44]>>[C:1]([CH3:2])([CH3:3])([CH3:4])[O:5][C:6](=[O:7])[n:8]1[n:9][cH:10][c:11]([CH2:13][Br:14])[cH:12]1. Reactants: C(C)C=1C=NC(=NC1)N1CCC(CC1)=O (1-(5-ethyl-pyrimidin-2-yl)-piperidin-4-one), C1(CC1)N (cyclopropylamine), Intermediate 4. Yields the product C1(CC1)NC1CCN(CC1)C1=NC=C(C=N1)CC (Cyclopropyl-[1-(5-ethyl-pyrimidin-2-yl)-piperidin-4-yl]amine). As a reaction SMILES: [CH2:1]([C:3]1[CH:4]=[N:5][C:6]([N:9]2[CH2:14][CH2:13][C:12](=O)[CH2:11][CH2:10]2)=[N:7][CH:8]=1)[CH3:2].[CH:16]1([NH2:19])[CH2:18][CH2:17]1>>[CH:16]1([NH:19][CH:12]2[CH2:13][CH2:14][N:9]([C:6]3[N:5]=[CH:4][C:3]([CH2:1][CH3:2])=[CH:8][N:7]=3)[CH2:10][CH2:11]2)[CH2:18][CH2:17]1. Reported procedure: The title compound is prepared from 1-(5-ethyl-pyrimidin-2-yl)-piperidin-4-one and cyclopropylamine following a procedure analogous to that described in Intermediate 4. LC (method 12): tR=2.53 min; Mass spectrum (ESI+): m/z=247 [M+H]+. The reactants are C(=O)(O)C1=C(C(=O)NC2[C@@H]3N(C(=C(CS3)CSC=3SC(=NN3)C)C(=O)OC(C3=CC=CC=C3)C3=CC=CC=C3)C2=O)C=CC=C1 (benzhydryl 7-(2-carboxybenzamido)-3-(5-methyl-1,3,4-thiadiazol-2-yl)thiomethyl-3-cephem-4-carboxylate), ClC(=O)OCC (ethyl chloroformate), CNN (N-methylhydrazine). The solvent is O1CCCC1 (tetrahydrofuran), CCN(CC)CC (Et3N), C(C)N(CC)CC (triethylamine), O1CCCC1 (tetrahydrofuran). Run at time 20 minute. The product is NC1[C@@H]2N(C(=C(CS2)CSC=2SC(=NN2)C)C(=O)OC(C2=CC=CC=C2)C2=CC=CC=C2)C1=O (benzhydryl 7-amino-3-(5-methyl-1,3,4-thiadiazol-2-yl)thiomethyl-3-cephem-4-carboxylate). As a reaction SMILES: C(C1C=CC=CC=1C([NH:8][CH:9]1[C:40](=[O:41])[N:11]2[C:12]([C:24]([O:26][CH:27]([C:34]3[CH:39]=[CH:38][CH:37]=[CH:36][CH:35]=3)[C:28]3[CH:33]=[CH:32][CH:31]=[CH:30][CH:29]=3)=[O:25])=[C:13]([CH2:16][S:17][C:18]3[S:19][C:20]([CH3:23])=[N:21][N:22]=3)[CH2:14][S:15][C@H:10]12)=O)(O)=O.ClC(OCC)=O.CNN>CCN(CC)CC.O1CCCC1>[NH2:8][CH:9]1[C:40](=[O:41])[N:11]2[C:12]([C:24]([O:26][CH:27]([C:34]3[CH:39]=[CH:38][CH:37]=[CH:36][CH:35]=3)[C:28]3[CH:33]=[CH:32][CH:31]=[CH:30][CH:29]=3)=[O:25])=[C:13]([CH2:16][S:17][C:18]3[S:19][C:20]([CH3:23])=[N:21][N:22]=3)[CH2:14][S:15][C@H:10]12. Procedure: A solution of benzhydryl 7-(2-carboxybenzamido)-3-(5-methyl-1,3,4-thiadiazol-2-yl)thiomethyl-3-cephem-4-carboxylate (2 mmol.) in 30 ml. of dry tetrahydrofuran is cooled in an ice-salt bath, and 0.28 ml. (2 mmol.) of triethylamine and 0.20 ml. (2. mmol.) of ethyl chloroformate are added. After cooling and stirring for 20 minutes, 0.106 ml. (2 mmol.) of N-methylhydrazine in 5 ml. of tetrahydrofuran is added. Stirring is continued for about 10 minutes. The Et3N. HCl salt is filtered, and the filtra... Product: FC1=CC2=C(N=C(O2)CC2=NC(=CC(N2)=O)N2CCOCC2)C=C1 (2-[(6-fluoro-1,3-benzoxazol-2-yl)methyl]-6-(morpholin-4-yl)pyrimidin-4(3H)-one). As a reaction SMILES: [F:1][C:2]1[CH:7]=[CH:6][C:5]([NH:8][C:9](=O)[CH2:10][C:11]2[NH:12][C:13](=[O:23])[CH:14]=[C:15]([N:17]3[CH2:22][CH2:21][O:20][CH2:19][CH2:18]3)[N:16]=2)=[C:4]([OH:25])[CH:3]=1.O.CC1C=CC(S(O)(=O)=O)=CC=1>C1(C)C(C)=CC=CC=1>[F:1][C:2]1[CH:7]=[CH:6][C:5]2[N:8]=[C:9]([CH2:10][C:11]3[NH:12][C:13](=[O:23])[CH:14]=[C:15]([N:17]4[CH2:18][CH2:19][O:20][CH2:21][CH2:22]4)[N:16]=3)[O:25][C:4]=2[CH:3]=1 |f:1.2|. Isolated yield 13.2%. Reported procedure: The product is prepared according to the procedure described in Stage 2 of Example 2, using 120 mg of N-(4-fluoro-2-hydroxyphenyl)-2-[4-(morpholin-4-yl)-6-oxo-1,6-dihydropyrimidin-2-yl]acetamide, and 11 mg of 4-methylbenzenesulphonic acid hydrate, and replacing the toluene with xylene. After purification by silica gel column chromatography, eluent: CH2Cl2/MeOH: 98/02, 15 mg of 2-[(6-fluoro-1,3-benzoxazol-2-yl)methyl]-6-(morpholin-4-yl)pyrimidin-4(3H)-one are obtained in the form of a white solid... Solvent: C=1(C(=CC=CC1)C)C (xylene). The reactants are FC1=CC(=C(C=C1)NC(CC=1NC(C=C(N1)N1CCOCC1)=O)=O)O (N-(4-fluoro-2-hydroxyphenyl)-2-[4-(morpholin-4-yl)-6-oxo-1,6-dihydropyrimidin-2-yl]acetamide), O.CC1=CC=C(C=C1)S(=O)(=O)O (4-methylbenzenesulphonic acid hydrate). Starting materials: C1(=CC=CC=C1)C=1C=NN(C1C1=CC=CC=C1)CCC=1C=C(OCC(=O)OC)C=CC1 (methyl [3-[2-(4,5-diphenyl-1H-pyrazol-1-yl)-ethyl)phenoxy]acetate), [OH-].[Na+] (NaOH). The solvent is CO (methanol). Yields the product C1(=CC=CC=C1)C=1C=NN(C1C1=CC=CC=C1)CCC=1C=C(OCC(=O)O)C=CC1 ([3-[2-(4,5-diphenyl-1H-pyrazole-1-yl)ethyl]phenoxy]acetic acid). The yield is 70.3%. As a reaction SMILES: [C:1]1([C:7]2[CH:8]=[N:9][N:10]([CH2:18][CH2:19][C:20]3[CH:21]=[C:22]([CH:29]=[CH:30][CH:31]=3)[O:23][CH2:24][C:25]([O:27]C)=[O:26])[C:11]=2[C:12]2[CH:17]=[CH:16][CH:15]=[CH:14][CH:13]=2)[CH:6]=[CH:5][CH:4]=[CH:3][CH:2]=1.[OH-].[Na+]>CO>[C:1]1([C:7]2[CH:8]=[N:9][N:10]([CH2:18][CH2:19][C:20]3[CH:21]=[C:22]([CH:29]=[CH:30][CH:31]=3)[O:23][CH2:24][C:25]([OH:27])=[O:26])[C:11]=2[C:12]2[CH:13]=[CH:14][CH:15]=[CH:16][CH:17]=2)[CH:2]=[CH:3][CH:4]=[CH:5][CH:6]=1 |f:1.2|. Procedure: A mixture of methyl [3-[2-(4,5-diphenyl-1H-pyrazol-1-yl)-ethyl)phenoxy]acetate (0.42 g, 1 mmol), 3N NaOH solution (1.0 mL, 3 mmol) and methanol (30 mL) was heated on a steam bath for 15 minutes before being concentrated in vacuo. The residue was diluted with water, 1N HCl solution added until pH=1 and the mixture extracted with CH2Cl2. The combined organic phase was washed with saturated sodium chloride solution, dried over sodium sulfate and concentrated in vacuo. The residue was dissolved in C...